From a dataset of the Open Reaction Database (ORD), a public repository of structured organic reaction records. describe an organic reaction: reactants, conditions, products, and yield Reactants: C(C1=CC=CC=C1)OC1=NC=CC(=C1)C1=NN=C(N1C)OC(C)C1=NOC(=C1)C1=CC(=CC=C1)Cl (2-Benzyloxy-4-(5-{1-[5-(3-chloro-phenyl)-isoxazol-3-yl]-ethoxy}-4-methyl-4H-[1,2,4]triazol-3-yl)-pyridine). Reagents/catalysts: [Pd] (Palladium on carbon). The solvent is ClCCl (dichloromethane), C(C)O (ethanol). Conditions: time 8 hour. Product: ClC=1C=C(C=CC1)C1=CC(=NO1)C(C)OC=1N(C(=NN1)C1=CC(NC=C1)=O)C (4-(5-{1-[5-(3-Chloro-phenyl)-isoxazol-3-yl]-ethoxy}-4-methyl-4H-[1,2,4]triazol-3-yl)-1H-pyridin-2-one). Isolated yield 37.8%. RXN SMILES: C([O:8][C:9]1[CH:14]=[C:13]([C:15]2[N:19]([CH3:20])[C:18]([O:21][CH:22]([C:24]3[CH:28]=[C:27]([C:29]4[CH:34]=[CH:33][CH:32]=[C:31]([Cl:35])[CH:30]=4)[O:26][N:25]=3)[CH3:23])=[N:17][N:16]=2)[CH:12]=[CH:11][N:10]=1)C1C=CC=CC=1>C(O)C.[Pd].ClCCl>[Cl:35][C:31]1[CH:30]=[C:29]([C:27]2[O:26][N:25]=[C:24]([CH:22]([O:21][C:18]3[N:19]([CH3:20])[C:15]([C:13]4[CH:12]=[CH:11][NH:10][C:9](=[O:8])[CH:14]=4)=[N:16][N:17]=3)[CH3:23])[CH:28]=2)[CH:34]=[CH:33][CH:32]=1. Reported procedure: The title compound of example 35.1 (125 mg, 0.256 mmol) was stirred in ethanol (2 mL). Palladium on carbon (10%, 50 mg) was added and the reaction was stirred under hydrogen (balloon pressure) overnight. The reaction mixture was then diluted with dichloromethane and filtered to remove the palladium catalyst. The filtrate was concentrated, then chromatographed in 10% methanol in ethyl acetate to yield the desired product (38.5 mg, 38%).